From a dataset of the Open Reaction Database (ORD), a public repository of structured organic reaction records. describe an organic reaction: reactants, conditions, products, and yield Reactants: stainless steel, C1(=CC=CC=C1)P(C1=NC=CC=C1)C1=CC=CC=C1 (bisphenyl(2-pyridyl)phosphine), C1(=CC=C(C=C1)S(=O)(=O)O)C (p-toluenesulfonic acid), N1=CC=CC=C1 (pyridine), C=O (paraformaldehyde), CO (methanol). Reagents/catalysts: C(C)(=O)[O-].[Pd+2].C(C)(=O)[O-] (palladium(II)acetate). Run at temperature 110 celsius. Yields the product COCOC(CC)=O (methoxymethylpropionate), COC(CC)=O (methylpropionate). RXN SMILES: [C:1]1(P(C2C=CC=CC=2)C2C=CC=CN=2)[CH:6]=CC=C[CH:2]=1.[C:20]1([CH3:30])C=CC(S(O)(=O)=[O:27])=C[CH:21]=1.N1C=CC=CC=1.[CH2:37]=[O:38].[CH3:39][OH:40]>C([O-])(=O)C.[Pd+2].C([O-])(=O)C>[CH3:37][O:38][CH2:39][O:40][C:2](=[O:27])[CH2:1][CH3:6].[CH3:37][O:38][C:21](=[O:40])[CH2:20][CH3:30] |f:5.6.7|. Reported procedure: A 250 ml stainless steel, magnetically stirred autoclave was filled with 0.1 mmol palladium(II)acetate, 5 mmol bisphenyl(2-pyridyl)phosphine, 4 mmol p-toluenesulfonic acid, 40 ml (500 mmol) pyridine, 20 ml methanol and 5 g paraformaldehyde. Air was then evacuated from autoclave, and then carbon monoxide (30 bar) and ethene (20 bar) were added. The autoclave was then sealed and heated to a temperature of 110° C. After a reaction time of 5 hours, a sample of the contents of the autoclave was withd... Reactants: N1(CCOCC1)C1CCN(CC1)C(=O)OC(C)(C)C (tert-butyl 4-(4-morpholinyl)-1-piperidinecarboxylate), ClCCl (dichloromethane). Conditions: temperature 0 celsius, time 2 hour. The product is Cl.N1CCC(CC1)N1CCOCC1 (4-(4-piperidinyl)morpholine Hydrochloride). RXN SMILES: [N:1]1([CH:7]2[CH2:12][CH2:11][N:10](C(OC(C)(C)C)=O)[CH2:9][CH2:8]2)[CH2:6][CH2:5][O:4][CH2:3][CH2:2]1.[Cl:20]CCl>>[ClH:20].[NH:10]1[CH2:11][CH2:12][CH:7]([N:1]2[CH2:6][CH2:5][O:4][CH2:3][CH2:2]2)[CH2:8][CH2:9]1 |f:2.3|. Procedure: Hydrogen chloride was bubbled through an ice-cooled solution of tert-butyl 4-(4-morpholinyl)-1-piperidinecarboxylate (J.O.C. 1990; 55(8); 2552) (6.5 g, 24 mmol) in dichloromethane (100 ml), and the solution then stirred at 0° C. for 2 hours. The reaction was degassed under nitrogen, allowed to warm to room temperature, and evaporated under reduced pressure to afford the title compound as a white solid, 5.91 g. Reactants: Oc1cc(Br)cc(Br)c1, CCN(C(C)C)C(C)C, COCCl, ClCCl, O. The product is COCOc1cc(Br)cc(Br)c1. As a reaction SMILES: [Br:5][c:6]1[cH:7][c:8]([OH:13])[cH:9][c:10]([Br:12])[cH:11]1.[CH:14]([N:15]([CH:16]([CH3:17])[CH3:18])[CH2:19][CH3:20])([CH3:21])[CH3:22].[Cl:1][CH2:2][O:3][CH3:4].[Cl:24][CH2:25][Cl:26].[OH2:23]>>[CH2:2]([O:3][CH3:4])[O:13][c:8]1[cH:7][c:6]([Br:5])[cH:11][c:10]([Br:12])[cH:9]1.